This data is from the Open Reaction Database (ORD), a public repository of structured organic reaction records. The task is: describe an organic reaction: reactants, conditions, products, and yield The reactants are O=C([C@@H](O)[C@@H](O)[C@H](O)CO)[O-].[K+] (potassium (D)-lyxonate), [OH-].[K+] (potassium hydroxide), Cl (HCl), Cl (HCl), Cl (HCl). Run in C(C)(C)O (isopropanol). Product: C1([C@@H](O)[C@@H](O)[C@@H](CO)O1)=O (D-lyxono-1,4-lactone). Yield: 7.6%. As a reaction SMILES: [OH-].[K+].[O:3]=[C:4]([O-:13])[C@H:5]([C@H:7]([C@@H:9]([CH2:11][OH:12])O)[OH:8])[OH:6].[K+].Cl>C(O)(C)C>[C:4]1(=[O:3])[O:13][C@H:9]([CH2:11][OH:12])[C@H:7]([OH:8])[C@@H:5]1[OH:6] |f:0.1,2.3|. Procedure details: To a three necked flask (2 L , equipped with an ice/water bath, mechanical stirrer and vented to a trap containing an aqueous solution of potassium hydroxide, was added potassium (D)-lyxonate (177.18 g, 0.87 mol) and isopropanol (1.2 L). To this cooled vigorously stirred slurry was introduced gaseous HCl, via a sparge tube, at such a rate that the temperature did not exceed 40° C. HCl sparging was continued for 40 min at which time HCl fumes were detected at the caustic trap and the internal tem... Reactants: C(C1=CC=CC=C1)OC=1N=NC(=CC1OCC1=CC=CC=C1)C#CC1=CC=CC=C1 (3,4-bis(benzyloxy)-6-(phenylethynyl)pyridazine), C(C1=CC=CC=C1)OC=1N=NC(=CC1OCC1=CC=CC=C1)Cl (3,4-bis(benzyloxy)-6-chloropyridazine), C(#C)C1CCCCC1 (ethynylcyclohexane), C(C1=CC=CC=C1)OC=1N=NC(=CC1OCC1=CC=CC=C1)C#CC1=CC=CC=C1 (3,4-bis(benzyloxy)-6-(phenylethynyl)pyridazine), C(C1=CC=CC=C1)OC=1N=NC(=CC1OCC1=CC=CC=C1)Cl (3,4-bis(benzyloxy)-6-chloropyridazine). Product: C(C1=CC=CC=C1)OC=1N=NC(=CC1OCC1=CC=CC=C1)C#CC1CCCCC1 (3,4-bis(Benzyloxy)-6-(cyclohexylethynyl)pyridazine). As a reaction SMILES: [CH2:1]([O:8][C:9]1[N:10]=[N:11][C:12]([C:23]#[C:24][C:25]2[CH:30]=[CH:29][CH:28]=[CH:27][CH:26]=2)=[CH:13][C:14]=1[O:15][CH2:16][C:17]1[CH:22]=[CH:21][CH:20]=[CH:19][CH:18]=1)[C:2]1[CH:7]=[CH:6][CH:5]=[CH:4][CH:3]=1.C(OC1N=NC(Cl)=CC=1OCC1C=CC=CC=1)C1C=CC=CC=1.C(C1CCCCC1)#C>>[CH2:1]([O:8][C:9]1[N:10]=[N:11][C:12]([C:23]#[C:24][CH:25]2[CH2:30][CH2:29][CH2:28][CH2:27][CH2:26]2)=[CH:13][C:14]=1[O:15][CH2:16][C:17]1[CH:18]=[CH:19][CH:20]=[CH:21][CH:22]=1)[C:2]1[CH:3]=[CH:4][CH:5]=[CH:6][CH:7]=1. Reported procedure: Prepared as described for 3,4-bis(benzyloxy)-6-(phenylethynyl)pyridazine (Intermediate 2) from 3,4-bis(benzyloxy)-6-chloropyridazine (Intermediate 1) and ethynylcyclohexane.